This data is from the Open Reaction Database (ORD), a public repository of structured organic reaction records. The task is: describe an organic reaction: reactants, conditions, products, and yield The reactants are Brc1ccc(Nc2ncccn2)cc1, CCCCI, [H-], [Na+], CN(C)C=O. Product: CCCCN(c1ccc(Br)cc1)c1ncccn1. RXN SMILES: [Br:1][c:2]1[cH:3][cH:4][c:5]([NH:8][c:9]2[n:10][cH:11][cH:12][cH:13][n:14]2)[cH:6][cH:7]1.[CH2:17]([CH2:18][CH2:19][CH3:20])[I:21].[H-:15].[Na+:16].[O:22]=[CH:23][N:24]([CH3:25])[CH3:26]>>[Br:1][c:2]1[cH:3][cH:4][c:5]([N:8]([c:9]2[n:10][cH:11][cH:12][cH:13][n:14]2)[CH2:17][CH2:18][CH2:19][CH3:20])[cH:6][cH:7]1. The reactants are C1(C=2C(C(=O)O1)=CC=CC2)=O (phthalic anhydride), [Cl-].[Al+3].[Cl-].[Cl-] (aluminum chloride), O (water), S1C=CC=C1 (thiophene). The solvent is [N+](=O)([O-])C1=CC=CC=C1 (nitrobenzene). Run at time 2 hour. Product: S1C(=CC=C1)C(=O)C1=C(C(=O)O)C=CC=C1 (2-thienoylbenzoic acid). Isolated yield 26.8%. As a reaction SMILES: [C:1]1(=[O:11])[O:6][C:4](=[O:5])[C:3]2=[CH:7][CH:8]=[CH:9][CH:10]=[C:2]12.[Cl-].[Al+3].[Cl-].[Cl-].[S:16]1[CH:20]=[CH:19][CH:18]=[CH:17]1.O>[N+](C1C=CC=CC=1)([O-])=O>[S:16]1[CH:20]=[CH:19][CH:18]=[C:17]1[C:4]([C:3]1[CH:7]=[CH:8][CH:9]=[CH:10][C:2]=1[C:1]([OH:6])=[O:11])=[O:5] |f:1.2.3.4|. Procedure details: A solution of 74.1 g (0.5 mole) of phthalic anhydride in 300 mL of nitrobenzene was treated with 147 g (1.1 mole) of aluminum chloride. The solution was stirred for two hours and 42.1 g (0.5 mole) of thiophene was added dropwise over 80 minutes at 40°-45°. The reaction was stirred at 50°-55° for two hours and then let sit at room temperature overnight. The reaction was poured into 2.8 L of cold water, stirred, separated, and the nitrobenzene was removed from the nitrobenzene layer by steam disti...